This data is from the Open Reaction Database (ORD), a public repository of structured organic reaction records. The task is: describe an organic reaction: reactants, conditions, products, and yield Starting materials: [N+](=O)([O-])C1=CC=C(C(=O)N2C(=O)CCC3=CC(=CC=C23)N2CCN(CC2)C(C2=CC(=C(C=C2)OC)OC)=O)C=C1 (1-(4-nitrobenzoyl)-6-[4-(3,4-dimethoxybenzoyl)-1-piperazinyl]-3,4-dihydrocarbostyril), C(C)O (ethanol). Reagents/catalysts: [Pd] (palladium on carbon). The solvent is CN(C)C=O (DMF). Product: NC1=CC=C(C(=O)N2C(=O)CCC3=CC(=CC=C23)N2CCN(CC2)C(C2=CC(=C(C=C2)OC)OC)=O)C=C1 (1-(4-aminobenzoyl)-6-[4-(3,4-dimethoxybenzoyl)-1-piperazinyl]-3,4-dihydrocarbostyril). Yield: 31.7%. As a reaction SMILES: [N+:1]([C:4]1[CH:40]=[CH:39][C:7]([C:8]([N:10]2[C:20]3[C:15](=[CH:16][C:17]([N:21]4[CH2:26][CH2:25][N:24]([C:27](=[O:38])[C:28]5[CH:33]=[CH:32][C:31]([O:34][CH3:35])=[C:30]([O:36][CH3:37])[CH:29]=5)[CH2:23][CH2:22]4)=[CH:18][CH:19]=3)[CH2:14][CH2:13][C:11]2=[O:12])=[O:9])=[CH:6][CH:5]=1)([O-])=O.C(O)C>[Pd].CN(C=O)C>[NH2:1][C:4]1[CH:5]=[CH:6][C:7]([C:8]([N:10]2[C:20]3[C:15](=[CH:16][C:17]([N:21]4[CH2:22][CH2:23][N:24]([C:27](=[O:38])[C:28]5[CH:33]=[CH:32][C:31]([O:34][CH3:35])=[C:30]([O:36][CH3:37])[CH:29]=5)[CH2:25][CH2:26]4)=[CH:18][CH:19]=3)[CH2:14][CH2:13][C:11]2=[O:12])=[O:9])=[CH:39][CH:40]=1. Reported procedure: To a mixture of 1-(4-nitrobenzoyl)-6-[4-(3,4-dimethoxybenzoyl)-1-piperazinyl]-3,4-dihydrocarbostyril (1.5 g) and ethanol (30 ml) were added DMF (5 ml) and 10% palladium on carbon (300 mg). The mixture was hydrogenated at 50° to 60° C. After competion of reaction, the catalyst was filtered off and the filtrate was evaporated under reduced pressure. The resultant residue was purified by silica-gel column chromatography (eluent:dichloromethane:methanol= 100:2) and recrystallized from ethanol to giv... The reactants are O=C([O-])[O-], O=C1NCc2ccccc21, C#CCBr, CC#N, [Cs+], [Cs+]. Yields the product C#CCN1Cc2ccccc2C1=O. RXN SMILES: [C:15](=[O:16])([O-:17])[O-:18].[C:1]1(=[O:10])[NH:2][CH2:3][c:4]2[cH:5][cH:6][cH:7][cH:8][c:9]21.[CH2:11]([C:12]#[CH:13])[Br:14].[CH3:21][C:22]#[N:23].[Cs+:19].[Cs+:20]>>[C:1]1(=[O:10])[N:2]([CH2:13][C:12]#[CH:11])[CH2:3][c:4]2[cH:5][cH:6][cH:7][cH:8][c:9]21.